Dataset: the Open Reaction Database (ORD), a public repository of structured organic reaction records. Task: describe an organic reaction: reactants, conditions, products, and yield Reactants: C(C1=CC=CC=C1)OC1=C(NS(=O)(=O)C)C=C(C=C1)C(C(OCC)O)=O (2'-benzyloxy-5'-(1-oxo-2-hydroxy-2-ethoxy-ethyl)-methanesulfonanilide), NC(CCN1C=NC2=C1C=CC=C2)(C)C (1-(3-amino-3-methylbutyl)-benzimidazole), [BH4-].[Na+] (sodium borohydride). The solvent is alcohol. Run at temperature 50 celsius, time 12 hour. Product: compound, OC1=C(NS(=O)(=O)C)C=C(C=C1)C(CNC(C)(CCN1C=NC2=C1C=CC=C2)C)O (2'-hydrox-5'-[1-hydroxy-2-[4-(1-benzimidazolyl)-2-methyl-2-butylamino]-ethyl]-methanesulfonanilide). Isolated yield 53.7%. As a reaction SMILES: C([O:8][C:9]1[CH:19]=[CH:18][C:17]([C:20](=[O:26])[CH:21](O)OCC)=[CH:16][C:10]=1[NH:11][S:12]([CH3:15])(=[O:14])=[O:13])C1C=CC=CC=1.[NH2:27][C:28]([CH3:41])([CH3:40])[CH2:29][CH2:30][N:31]1[C:35]2[CH:36]=[CH:37][CH:38]=[CH:39][C:34]=2[N:33]=[CH:32]1.[BH4-].[Na+]>>[OH:8][C:9]1[CH:19]=[CH:18][C:17]([CH:20]([OH:26])[CH2:21][NH:27][C:28]([CH3:41])([CH2:29][CH2:30][N:31]2[C:35]3[CH:36]=[CH:37][CH:38]=[CH:39][C:34]=3[N:33]=[CH:32]2)[CH3:40])=[CH:16][C:10]=1[NH:11][S:12]([CH3:15])(=[O:13])=[O:14] |f:2.3|. Procedure: A mixture of 14.4 gm of 2'-benzyloxy-5'-(1-oxo-2-hydroxy-2-ethoxy-ethyl)-methanesulfonanilide, 7 gm of 1-(3-amino-3-methylbutyl)-benzimidazole and 150 ml of alcohol was heated for 3 hours at 50° C. and then admixed in portions with 9.2 gm of sodium borohydride. The resulting solution is kept for 12 hours at room temperature, the alcohol is then removed under reduced pressure on a Rotavapor, and the residue is dissolved with 200 ml of water and 500 ml of ethyl acetate. After decomposition of the ... Reactants: Br, CC(=O)O, COc1cccc(C(C)C(=O)O)c1. Yields the product CC(C(=O)O)c1cccc(O)c1. Reaction SMILES: [BrH:14].[CH3:15][C:16](=[O:17])[OH:18].[CH3:1][O:2][c:3]1[cH:4][c:5]([CH:9]([C:10](=[O:11])[OH:12])[CH3:13])[cH:6][cH:7][cH:8]1>>[OH:2][c:3]1[cH:4][c:5]([CH:9]([C:10](=[O:11])[OH:12])[CH3:13])[cH:6][cH:7][cH:8]1.